Dataset: the Open Reaction Database (ORD), a public repository of structured organic reaction records. Task: describe an organic reaction: reactants, conditions, products, and yield RXN SMILES: [CH2:1]([c:2]1[cH:3][cH:4][cH:5][cH:6][cH:7]1)[N:8]([CH2:9][CH:10]([CH2:11][O:12][c:13]1[cH:14][cH:15][c:16](-[c:19]2[s:20][cH:21][c:22]([C:24]([F:25])([F:26])[F:27])[n:23]2)[cH:17][cH:18]1)[OH:28])[CH2:29][CH2:30][O:31][c:32]1[cH:33][c:34]([C:39]([NH2:40])=[O:41])[c:35]([OH:38])[cH:36][cH:37]1.[CH3:42][OH:43]>>[NH:8]([CH2:9][CH:10]([CH2:11][O:12][c:13]1[cH:14][cH:15][c:16](-[c:19]2[s:20][cH:21][c:22]([C:24]([F:25])([F:26])[F:27])[n:23]2)[cH:17][cH:18]1)[OH:28])[CH2:29][CH2:30][O:31][c:32]1[cH:33][c:34]([C:39]([NH2:40])=[O:41])[c:35]([OH:38])[cH:36][cH:37]1. Product: NC(=O)c1cc(OCCNCC(O)COc2ccc(-c3nc(C(F)(F)F)cs3)cc2)ccc1O. Starting materials: NC(=O)c1cc(OCCN(Cc2ccccc2)CC(O)COc2ccc(-c3nc(C(F)(F)F)cs3)cc2)ccc1O, CO. The reactants are CC(=O)Nc1nc(C)c(S(=O)(=O)Cl)s1, Cc1cc(N)nc(NC(=O)OC(C)(C)C)c1, c1ccncc1. Product: CC(=O)Nc1nc(C)c(S(=O)(=O)Nc2cc(C)cc(NC(=O)OC(C)(C)C)n2)s1. RXN SMILES: [C:17]([CH3:18])(=[O:19])[NH:20][c:21]1[s:22][c:23]([S:27](=[O:28])(=[O:29])[Cl:30])[c:24]([CH3:26])[n:25]1.[NH2:1][c:2]1[cH:3][c:4]([CH3:16])[cH:5][c:6]([NH:8][C:9]([O:10][C:11]([CH3:12])([CH3:13])[CH3:14])=[O:15])[n:7]1.[cH:31]1[cH:32][cH:33][n:34][cH:35][cH:36]1>>[NH:1]([c:2]1[cH:3][c:4]([CH3:16])[cH:5][c:6]([NH:8][C:9]([O:10][C:11]([CH3:12])([CH3:13])[CH3:14])=[O:15])[n:7]1)[S:27]([c:23]1[s:22][c:21]([NH:20][C:17]([CH3:18])=[O:19])[n:25][c:24]1[CH3:26])(=[O:28])=[O:29]. The reactants are COC1=CC=CC2=C1C(OC(N2)=O)=O (5-methoxy-2H-3,1-benzoxazine-2,4(1H)-dione), CN(C)C=O (DMF), BrN1C(CCC1=O)=O (N-bromosuccinimide). Solvent: ClCCl (dichloromethane). Product: NC1=CC=C(C(=C1C(=O)OC)OC)Br (methyl 6-amino-3-bromo-2-methoxybenzoate). Reaction SMILES: [CH3:1][O:2][C:3]1[C:8]2[C:9](=[O:14])[O:10][C:11](=O)[NH:12][C:7]=2[CH:6]=[CH:5][CH:4]=1.CN(C=O)C.[Br:20]N1C(=O)CCC1=O>ClCCl>[NH2:12][C:7]1[C:8]([C:9]([O:10][CH3:11])=[O:14])=[C:3]([O:2][CH3:1])[C:4]([Br:20])=[CH:5][CH:6]=1. Procedure: A mixture of Example 470A (9.8 g, 50.7 mmol), DMF (50 mL), and dichloromethane (150 mL) was cooled to 0° C., treated portionwise with N-bromosuccinimide (12.6 g, 76 mmol), stirred until all the starting material was consumed, and filtered. The filter cake was washed with dichloromethane combined filtrates were concentrated, treated with anhydrous methanol (450 mL), and heated to reflux for 54 hours. Purification by flash column chromatography on silica gel with 15% ethyl acetate/hexanes provided... Reaction SMILES: [Br-:33].[Br:1][CH2:2][CH2:3][CH2:4][CH2:5][N:6]1[CH2:7][S:8][CH2:9][C:10]1=[O:11].[CH3:34][OH:35].[Cl:36][CH:37]([Cl:38])[Cl:39].[F:12][c:13]1[cH:14][cH:15][c:16]([N:19]2[CH2:20][CH2:21][NH:22][CH2:23][CH2:24]2)[cH:17][cH:18]1.[I-:31].[K+:25].[K+:26].[Na+:32].[O-:27][C:28]([O-:29])=[O:30]>>[CH2:2]([CH2:3][CH2:4][CH2:5][N:6]1[CH2:7][S:8][CH2:9][C:10]1=[O:11])[N:22]1[CH2:21][CH2:20][N:19]([c:16]2[cH:15][cH:14][c:13]([F:12])[cH:18][cH:17]2)[CH2:24][CH2:23]1. Yields the product O=C1CSCN1CCCCN1CCN(c2ccc(F)cc2)CC1. The reactants are [Br-], O=C1CSCN1CCCCBr, CO, ClC(Cl)Cl, Fc1ccc(N2CCNCC2)cc1, [I-], [K+], [K+], [Na+], O=C([O-])[O-]. As a reaction SMILES: [CH3:21][CH2:22][OH:23].[N+:1]([O-:2])(=[O:3])[CH:4]1[CH2:5][c:6]2[c:7]3[c:11]([cH:12][cH:13][c:14]2[O:15][CH2:16]1)[CH2:10][NH:9][C:8]3=[O:17].[NH2:19][NH2:20].[OH2:18]>>[NH2:1][CH:4]1[CH2:5][c:6]2[c:7]3[c:11]([cH:12][cH:13][c:14]2[O:15][CH2:16]1)[CH2:10][NH:9][C:8]3=[O:17]. Starting materials: CCO, O=C1NCc2ccc3c(c21)CC([N+](=O)[O-])CO3, NN, O. Yields the product NC1COc2ccc3c(c2C1)C(=O)NC3. Starting materials: ClC=1C=CC(=C(C1)C1=CC(N(C=C1OC)C(C(=O)O)CC1CC1)=O)C#N (2-[4-(5-chloro-2-cyanophenyl)-5-methoxy-2-oxopyridin-1(2H)-yl]-3-cyclopropylpropanoic acid), NC1=CC=C(C(=O)OC(C)(C)C)C=C1 (tert-butyl 4-aminobenzoate). Product: ClC=1C=CC(=C(C1)C1=CC(N(C=C1OC)C(C(=O)NC1=CC=C(C(=O)OC(C)(C)C)C=C1)CC1CC1)=O)C#N (tert-Butyl 4-({2-[4-(5-chloro-2-cyanophenyl)-5-methoxy-2-oxopyridin-1(2H)-yl]-3-cyclopropylpropanoyl}amino)benzoate). As a reaction SMILES: [Cl:1][C:2]1[CH:3]=[CH:4][C:5]([C:25]#[N:26])=[C:6]([C:8]2[C:13]([O:14][CH3:15])=[CH:12][N:11]([CH:16]([CH2:20][CH:21]3[CH2:23][CH2:22]3)[C:17](O)=[O:18])[C:10](=[O:24])[CH:9]=2)[CH:7]=1.[NH2:27][C:28]1[CH:40]=[CH:39][C:31]([C:32]([O:34][C:35]([CH3:38])([CH3:37])[CH3:36])=[O:33])=[CH:30][CH:29]=1>>[Cl:1][C:2]1[CH:3]=[CH:4][C:5]([C:25]#[N:26])=[C:6]([C:8]2[C:13]([O:14][CH3:15])=[CH:12][N:11]([CH:16]([CH2:20][CH:21]3[CH2:22][CH2:23]3)[C:17]([NH:27][C:28]3[CH:40]=[CH:39][C:31]([C:32]([O:34][C:35]([CH3:36])([CH3:37])[CH3:38])=[O:33])=[CH:30][CH:29]=3)=[O:18])[C:10](=[O:24])[CH:9]=2)[CH:7]=1. Procedure: 420 mg (purity 92%, 1.04 mmol) of 2-[4-(5-chloro-2-cyanophenyl)-5-methoxy-2-oxopyridin-1(2H)-yl]-3-cyclopropylpropanoic acid (racemate) and 1.2 eq. of tert-butyl 4-aminobenzoate were reacted according to General Method 5A. Yield: 348 mg (61% of theory) Reactants: C(C)(C)(C)OC(=O)CON=C(C(=O)O)C=1N=C(SC1)NC=O (2-t-butoxycarbonylmethoxyimino-2-(2-formamidothiazol-4-yl)acetic acid), C1(=CC=CC=C1)C(=[N+]=[N-])C1=CC=CC=C1 (diphenyldiazomethane). The solvent is C(C)(=O)OCC (ethyl acetate), O1CCCC1 (tetrahydrofuran), C(C)(=O)OCC (ethyl acetate). The product is C(C)(C)(C)OC(=O)CON=C(C(=O)OC(C1=CC=CC=C1)C1=CC=CC=C1)C=1N=C(SC1)NC=O (benzhydryl 2-t-butoxycarbonylmethoxyimino-2-(2-formamidothiazol-4-yl)acetate). RXN SMILES: [C:1]([O:5][C:6]([CH2:8][O:9][N:10]=[C:11]([C:15]1[N:16]=[C:17]([NH:20][CH:21]=[O:22])[S:18][CH:19]=1)[C:12]([OH:14])=[O:13])=[O:7])([CH3:4])([CH3:3])[CH3:2].[C:23]1([C:29]([C:32]2[CH:37]=[CH:36][CH:35]=[CH:34][CH:33]=2)=[N+]=[N-])[CH:28]=[CH:27][CH:26]=[CH:25][CH:24]=1>C(OCC)(=O)C.O1CCCC1>[C:1]([O:5][C:6]([CH2:8][O:9][N:10]=[C:11]([C:15]1[N:16]=[C:17]([NH:20][CH:21]=[O:22])[S:18][CH:19]=1)[C:12]([O:14][CH:29]([C:23]1[CH:28]=[CH:27][CH:26]=[CH:25][CH:24]=1)[C:32]1[CH:37]=[CH:36][CH:35]=[CH:34][CH:33]=1)=[O:13])=[O:7])([CH3:4])([CH3:2])[CH3:3]. Reported procedure: To a solution of 2-t-butoxycarbonylmethoxyimino-2-(2-formamidothiazol-4-yl)acetic acid (syn isomer) (65.9 g) in ethyl acetate (300 ml) and tetrahydrofuran (200 ml) was dropwise added a solution of diphenyldiazomethane in ethyl acetate (1 m mol/ml, 200 ml) at ambient temperature and the mixture was stirred for an hour. The resultant mixture was washed with saturated aqueous solution of sodium bicarbonate and brine, and dried over magnesium sulfate. The solution was evaporated to give benzhydryl 2... Reactants: CN1S(C2=C(C(=C1C(=O)OC)O)C=CC(=C2)C)(=O)=O (methyl 2,7-dimethyl-4-hydroxy-2H-1,2-benzothiazine-3-carboxylate-1,1-dioxide), NC=1SC(=CN1)C (2-amino-5-methyl-thiazole). Run in C=1(C(=CC=CC1)C)C (xylene). The product is CN1S(C2=C(C(=C1C(=O)NC=1SC(=CN1)C)O)C=CC(=C2)C)(=O)=O (2,7-dimethyl-4-hydroxy-N-(5-methyl-2-thiazolyl)-2H-1,2-benzothiazine-3-carboxamide-1,1-dioxide). Yield: 84.8%. RXN SMILES: [CH3:1][N:2]1[C:7]([C:8]([O:10]C)=O)=[C:6]([OH:12])[C:5]2[CH:13]=[CH:14][C:15]([CH3:17])=[CH:16][C:4]=2[S:3]1(=[O:19])=[O:18].[NH2:20][C:21]1[S:22][C:23]([CH3:26])=[CH:24][N:25]=1>C1(C)C(C)=CC=CC=1>[CH3:1][N:2]1[C:7]([C:8]([NH:20][C:21]2[S:22][C:23]([CH3:26])=[CH:24][N:25]=2)=[O:10])=[C:6]([OH:12])[C:5]2[CH:13]=[CH:14][C:15]([CH3:17])=[CH:16][C:4]=2[S:3]1(=[O:19])=[O:18]. Procedure details: 2.83 gm (0.01 mol) of methyl 2,7-dimethyl-4-hydroxy-2H-1,2-benzothiazine-3-carboxylate-1,1-dioxide and 1.25 gm (0.011 mol) of 2-amino-5-methyl-thiazole were reacted in xylene analogous to Example 8, and 3.1 gm (84% of theory) of 2,7-dimethyl-4-hydroxy-N-(5-methyl-2-thiazolyl)-2H-1,2-benzothiazine-3-carboxamide-1,1-dioxide were obtained Starting materials: CN1C=NC=C1 (1-methylimidazole), NC=1SC=C(N1)C(C(=O)OCC)=NOCC1=C(C=C(C=C1)Cl)Cl (ethyl 2-(2-aminothiazol-4-yl)-2-(2,4-dichlorobenzyloxyimino)acetate), CO (methanol), O1CCCC1 (tetrahydrofuran). Run in [OH-].[Na+] (sodium hydroxide). Conditions: time 6 hour. The product is NC=1SC=C(N1)C(C(=O)O)=NOCC1=C(C=C(C=C1)Cl)Cl (2-(2-aminothiazol-4-yl)-2-(2,4-dichlorobenzyloxyimino)acetic acid). Isolated yield 90.1%. As a reaction SMILES: CN1C=CN=C1.[NH2:7][C:8]1[S:9][CH:10]=[C:11]([C:13](=[N:19][O:20][CH2:21][C:22]2[CH:27]=[CH:26][C:25]([Cl:28])=[CH:24][C:23]=2[Cl:29])[C:14]([O:16]CC)=[O:15])[N:12]=1.CO.O1CCCC1>[OH-].[Na+]>[NH2:7][C:8]1[S:9][CH:10]=[C:11]([C:13](=[N:19][O:20][CH2:21][C:22]2[CH:27]=[CH:26][C:25]([Cl:28])=[CH:24][C:23]=2[Cl:29])[C:14]([OH:16])=[O:15])[N:12]=1 |f:4.5|. Procedure: A solution of 1-methylimidazole (0.5 g.) in 1N sodium hydroxide aqueous solution (48 ml.) was added to a solution of ethyl 2-(2-aminothiazol-4-yl)-2-(2,4-dichlorobenzyloxyimino)acetate (syn isomer, 12.0 g.), methanol (120 ml.) and tetrahydrofuran (100 ml.) at 15° to 20° C., and stirred at 35° to 40° C. for 6 hours. After removing methanol and tetrahydrofuran in vacuo from the resultant mixture, the aqueous residue was washed with ethyl acetate. Ethyl acetate was completely removed from the aqueo... Reactants: COC=1C=CC=C2CC(C(OC12)=O)S(=O)C (8-methoxy-3-(methylsulfinyl)chromanone), CO (methanol). Solvent: Cl (hydrochloric acid), Cl (hydrochloric acid). Run at time 20 hour. Yields the product COC=1C=CC=C2C(C(=COC12)SC)=O (8-methoxy-3-(methylthio)chromone). The yield is 65.0%. Reaction SMILES: [CH3:1][O:2][C:3]1[CH:4]=[CH:5][CH:6]=[C:7]2[C:12]=1[O:11][C:10](=O)[CH:9]([S:14]([CH3:16])=O)[CH2:8]2.C[OH:18]>Cl>[CH3:1][O:2][C:3]1[CH:4]=[CH:5][CH:6]=[C:7]2[C:12]=1[O:11][CH:10]=[C:9]([S:14][CH3:16])[C:8]2=[O:18]. Procedure: A mixture of 8-methoxy-3-(methylsulfinyl)chromanone (20 g), methanol (100 ml) and 1N hydrochloric acid (100 ml) is stirred at room temperature for 20 hrs. The methanol is removed at reduced pressure and the aqueous residue is extracted with chloroform. The chloroform extracts are combined, extracted with 1N sodium hydroxide solution, washed with water, dried over MgSO4 and evaporated to give an oil. The oil is heated at 100° C. in 5N hydrochloric acid (100 ml) for 5 hrs. The solution is cooled a...